Dataset: the Open Reaction Database (ORD), a public repository of structured organic reaction records. Task: describe an organic reaction: reactants, conditions, products, and yield The reactants are C(CC)O[C@H]1[C@H]([C@@H](O[C@H]([C@@H]1OC)C)OC(NC1=CC=C(C=C1)C1=NN(C=N1)C1=CC=C(C=C1)OC(C(F)(F)F)(F)F)=O)OC ({4-[1-(4-pentafluoroethyloxyphenyl)-1H-[1,2,4]triazol-3-yl]-phenyl}-carbamic acid (2S,3R,4R,5S,6S)-4-propoxy-3,5-dimethoxy-6-methyl-tetrahydropyran-2-yl ester), ICC (iodoethane). Product: C(CC)O[C@H]1[C@H]([C@@H](O[C@H]([C@@H]1OC)C)OC(N(C1=CC=C(C=C1)C1=NN(C=N1)C1=CC=C(C=C1)OC(C(F)(F)F)(F)F)CC)=O)OC (ethyl {4-[1-(4-pentafluoroethoxy-phenyl)-1H-[1,2,4]-triazol-3-yl]-phenyl}-carbamic acid (2S,3R,4R,5S,6S)-4-propoxy-3,5-dimethoxy-6-methyl-tetrahydropyran-2-yl ester). As a reaction SMILES: [CH2:1]([O:4][C@@H:5]1[C@@H:10]([O:11][CH3:12])[C@H:9]([CH3:13])[O:8][C@@H:7]([O:14][C:15](=[O:42])[NH:16][C:17]2[CH:22]=[CH:21][C:20]([C:23]3[N:27]=[CH:26][N:25]([C:28]4[CH:33]=[CH:32][C:31]([O:34][C:35]([F:41])([F:40])[C:36]([F:39])([F:38])[F:37])=[CH:30][CH:29]=4)[N:24]=3)=[CH:19][CH:18]=2)[C@@H:6]1[O:43][CH3:44])[CH2:2][CH3:3].I[CH2:46][CH3:47]>>[CH2:1]([O:4][C@@H:5]1[C@@H:10]([O:11][CH3:12])[C@H:9]([CH3:13])[O:8][C@@H:7]([O:14][C:15](=[O:42])[N:16]([CH2:46][CH3:47])[C:17]2[CH:22]=[CH:21][C:20]([C:23]3[N:27]=[CH:26][N:25]([C:28]4[CH:33]=[CH:32][C:31]([O:34][C:35]([F:41])([F:40])[C:36]([F:38])([F:37])[F:39])=[CH:30][CH:29]=4)[N:24]=3)=[CH:19][CH:18]=2)[C@@H:6]1[O:43][CH3:44])[CH2:2][CH3:3]. Procedure: Compound 207 was N-ethylated as in Example 82, using iodoethane instead of iodomethane, to give Compound 253. 1H NMR (300 MHz, CDCl3) δ 8.60 (s, 1H), 8.22 (d, J=68 Hz, 2H), 7.83 (d, J=8.8 Hz, 2H), 7.41 (d, J=9 Hz, 2H), 7.39 (d, J=8.6 Hz, 2H), 6.17 (s, 1H), 3.8 (q, J=7.5 Hz, 2H), 3.60-3.30 (m, 11H), 3.10 (br s, 1H), 1.38 (d, J=6.0 Hz, 3H), 1.20 (t, J=7.5 Hz, 3H); MS 659.12 ([M+H]30). Reactants: C(#N)C=1C=CC(=NC1)NC1CN(CCC1)C(=O)OC(C)(C)C (tert-Butyl 3-[(5-cyanopyridin-2-yl)-amino]piperidine-1-carboxylate), Cl (hydrochloric acid). Run in solution, O1CCOCC1 (dioxane). Run at time 3 hour. Product: Cl.N1CC(CCC1)NC1=CC=C(C=N1)C#N (6-(Piperidin-3-ylamino)pyridine-3-carbonitrile hydrochloride). Reaction SMILES: [C:1]([C:3]1[CH:4]=[CH:5][C:6]([NH:9][CH:10]2[CH2:15][CH2:14][CH2:13][N:12](C(OC(C)(C)C)=O)[CH2:11]2)=[N:7][CH:8]=1)#[N:2].[ClH:23]>O1CCOCC1>[ClH:23].[NH:12]1[CH2:13][CH2:14][CH2:15][CH:10]([NH:9][C:6]2[N:7]=[CH:8][C:3]([C:1]#[N:2])=[CH:4][CH:5]=2)[CH2:11]1 |f:3.4|. Procedure: 2.24 g (3.4 mmol) of tert-butyl 3-[(5-cyanopyridin-2-yl)amino]piperidine-1-carboxylate (Example 35A) were dissolved in 4.3 ml of a solution of hydrochloric acid in dioxane (4 M), and the mixture was stirred at RT for 3 h. After the reaction had gone to completion, the solvent was removed completely. This gave 1.74 g (90% of theory) of the product as a solid. The reactants are CC1=C(OC2=CC=C(CC3C(NC(S3)=O)=O)C=C2)C(=C(C(=C1OC)C)C)OC (5-[4-(2,4,5-trimethyl-3,6-dimethoxyphenoxy)benzyl]thiazolidine-2,4-dione), ceric ammonium nitrate. Solvent: C(C)#N (acetonitrile), O (water), C(C)#N (acetonitrile), O (water). Reaction conditions: time 1 hour. Yields the product CC1=C(C(C(=C(C1=O)C)C)=O)OC1=CC=C(CC2C(NC(S2)=O)=O)C=C1 (5-[4-(3,5,6-Trimethyl-1,4-benzoquinon-2-yloxy)benzyl]thiazolidine-2,4-dione). The yield is 70.3%. As a reaction SMILES: [CH3:1][C:2]1[C:22]([O:23]C)=[C:21]([CH3:25])[C:20]([CH3:26])=[C:19]([O:27]C)[C:3]=1[O:4][C:5]1[CH:18]=[CH:17][C:8]([CH2:9][CH:10]2[S:14][C:13](=[O:15])[NH:12][C:11]2=[O:16])=[CH:7][CH:6]=1>O.C(#N)C>[CH3:1][C:2]1[C:22](=[O:23])[C:21]([CH3:25])=[C:20]([CH3:26])[C:19](=[O:27])[C:3]=1[O:4][C:5]1[CH:18]=[CH:17][C:8]([CH2:9][CH:10]2[S:14][C:13](=[O:15])[NH:12][C:11]2=[O:16])=[CH:7][CH:6]=1. Reported procedure: A solution of 2.1 g of ceric ammonium nitrate in a mixture of 2 ml of water and 2 ml of acetonitrile was added dropwise at 0° C. to a solution of 0.4 g of 5-[4-(2,4,5-trimethyl-3,6-dimethoxyphenoxy)benzyl]thiazolidine-2,4-dione (prepared as described in Preparation 2) in 3 ml of acetonitrile, and the resulting mixture was stirred at the same temperature for 1 hour. At the end of this time, the reaction mixture was poured into water, after which it was extracted with ethyl acetate. The extract wa... Reactants: C(C)OC(C(=CC(=O)OCC)N1CC2C=3N(CC(C1)C2)C(C(=C(N3)C(=O)OCC)O)=O)=O (diethyl-2-(2-(ethoxycarbonyl)-3-hydroxy-4-oxo-7,8,10,11-tetrahydro-4H-7,11-methanopyrimido[1,2-a][1,5]diazocin-9(6H)-yl)-2-butenedioate), FC(C(=O)O)(F)F (trifluoroacetic acid). Run in C(C)#N (acetonitrile). Conditions: temperature 23 celsius, time 6 hour. The product is OC1=C(N=C2N(CC3CNCC2C3)C1=O)C(=O)OCC (Ethyl 3-hydroxy-4-oxo-6,7,8,9,10,11-hexahydro-4H-7,11-methanopyrimido[1,2-a][1,5]diazocine-2-carboxylate). Isolated yield 90.0%. As a reaction SMILES: C(OC(=O)C([N:12]1[CH2:19][CH:18]2[CH2:20][CH:14]([C:15]3[N:16]([C:21](=[O:31])[C:22]([OH:30])=[C:23]([C:25]([O:27][CH2:28][CH3:29])=[O:26])[N:24]=3)[CH2:17]2)[CH2:13]1)=CC(OCC)=O)C.FC(F)(F)C(O)=O>C(#N)C>[OH:30][C:22]1[C:21](=[O:31])[N:16]2[CH2:17][CH:18]3[CH2:20][CH:14]([C:15]2=[N:24][C:23]=1[C:25]([O:27][CH2:28][CH3:29])=[O:26])[CH2:13][NH:12][CH2:19]3. Procedure: To diethyl-2-(2-(ethoxycarbonyl)-3-hydroxy-4-oxo-7,8,10,11-tetrahydro-4H-7,11-methanopyrimido[1,2-a][1,5]diazocin-9(6H)-yl)-2-butenedioate (0.300 g, 0.673 mmol) in acetonitrile (15 mL) was added trifluoroacetic acid (1 mL) at 23° C. The reaction mixture was stirred at 23° C. for 6 hours. CH3CN and trifluoroacetic acid were then removed in vacuo and the crude material was redissolved in toluene and dried again (2×30 mL) to afford 234 mg (90% yield) of the title trifluoroacetic salt. LCMS (+ESI, M... The reactants are BrC=1N=C(C(N(C1)C)=O)NC1=CC(=NS1)C (5-Bromo-1-methyl-3-(3-methylisothiazol-5-ylamino)pyrazin-2(1H)-one), C(C)(=O)OCC=1C(=NC=CC1B1OC(C(O1)(C)C)(C)C)N1C(C2=CC=3CC(CC3N2CC1)(C)C)=O ((2-{4,4-dimethyl-9-oxo-1,10-diazatricyclo[6.4.0.02,6]dodeca-2(6),7-dien-10-yl}-4-(tetramethyl-1,3,2-dioxaborolan-2-yl)pyridin-3-yl)methyl acetate), [O-]P(=O)([O-])[O-].[K+].[K+].[K+] (K3PO4), O.O.O.C(C)(=O)[O-].[Na+] (sodium acetate trihydrate). The reagents and catalysts are C1=CC=C(C=C1)P([C-]2C=CC=C2)C3=CC=CC=C3.C1=CC=C(C=C1)P([C-]2C=CC=C2)C3=CC=CC=C3.Cl[Pd]Cl.[Fe+2] (Pd(dppf)Cl2). Run in O (water), C(C)#N (acetonitrile). Reaction conditions: temperature 100 celsius. Yields the product C(C)(=O)OCC=1C(=NC=CC1C=1N=C(C(N(C1)C)=O)NC1=CC(=NS1)C)N1C(C2=CC=3CC(CC3N2CC1)(C)C)=O ((2-{4,4-Dimethyl-9-oxo-1,10-diazatricyclo[6.4.0.02,6]dodeca-2(6),7-dien-10-yl}-4-{4-methyl-6-[(3-methyl-1,2-thiazol-5-yl)amino]-5-oxo-4,5-dihydropyrazin-2-yl}pyridin-3-yl)methyl Acetate). Isolated yield 69.7%. RXN SMILES: Br[C:2]1[N:3]=[C:4]([NH:10][C:11]2[S:15][N:14]=[C:13]([CH3:16])[CH:12]=2)[C:5](=[O:9])[N:6]([CH3:8])[CH:7]=1.[C:17]([O:20][CH2:21][C:22]1[C:23]([N:37]2[CH2:48][CH2:47][N:46]3[C:39](=[CH:40][C:41]4[CH2:42][C:43]([CH3:50])([CH3:49])[CH2:44][C:45]=43)[C:38]2=[O:51])=[N:24][CH:25]=[CH:26][C:27]=1B1OC(C)(C)C(C)(C)O1)(=[O:19])[CH3:18].[O-]P([O-])([O-])=O.[K+].[K+].[K+].O.O.O.C([O-])(=O)C.[Na+]>C1C=CC(P(C2C=CC=CC=2)[C-]2C=CC=C2)=CC=1.C1C=CC(P(C2C=CC=CC=2)[C-]2C=CC=C2)=CC=1.Cl[Pd]Cl.[Fe+2].O.C(#N)C>[C:17]([O:20][CH2:21][C:22]1[C:23]([N:37]2[CH2:48][CH2:47][N:46]3[C:39](=[CH:40][C:41]4[CH2:42][C:43]([CH3:50])([CH3:49])[CH2:44][C:45]=43)[C:38]2=[O:51])=[N:24][CH:25]=[CH:26][C:27]=1[C:2]1[N:3]=[C:4]([NH:10][C:11]2[S:15][N:14]=[C:13]([CH3:16])[CH:12]=2)[C:5](=[O:9])[N:6]([CH3:8])[CH:7]=1)(=[O:19])[CH3:18] |f:2.3.4.5,6.7.8.9.10,11.12.13.14|. Procedure details: A 50-mL round-bottomed flask equipped with a reflux condenser was charged with 331a (150 mg, 0.50 mmol), {3-[(acetoxy)methyl]-2-{4,4-dimethyl-9-oxo-1,10-diazatricyclo[6.4.0.02,6]dodeca-2(6),7-dien-10-yl}pyridin-4-yl}boronic acid 199e (400 mg, 1.0 mmol), Pd(dppf)Cl2 (25 mg, 0.025 mmol), K3PO4 (220 mg, 1.0 mmol), sodium acetate trihydrate (136 mg, 1.0 mmol), acetonitrile (10 mL), and water (0.5 mL). The system was evacuated and refilled with N2. The reaction mixture was heated at 100° C. for 1 h. ...